From a dataset of the Open Reaction Database (ORD), a public repository of structured organic reaction records. describe an organic reaction: reactants, conditions, products, and yield Reactants: Cl, C=CC(OCC(=NO)c1ccccc1F)C(F)(F)F, Oc1ccc(O)cc1. The product is Fc1ccccc1C12COC(C(F)(F)F)C1CON2. RXN SMILES: [ClH:28].[F:1][c:2]1[c:3]([C:8]([CH2:9][O:10][CH:11]([C:12]([F:13])([F:14])[F:15])[CH:16]=[CH2:17])=[N:18][OH:19])[cH:4][cH:5][cH:6][cH:7]1.[OH:20][c:21]1[cH:22][cH:23][c:24]([OH:25])[cH:26][cH:27]1>>[F:1][c:2]1[c:3]([C:8]23[CH2:9][O:10][CH:11]([C:12]([F:13])([F:14])[F:15])[CH:16]2[CH2:17][O:19][NH:18]3)[cH:4][cH:5][cH:6][cH:7]1. Product: COCCN(C(C)(C)C)S(=O)(=O)c1ccc(Nc2nccc(-c3cnc(CC(C)(C)O)n3CC3CC3)n2)cc1. Starting materials: [Li]CCCC, C1CCOC1, CC(C)=O, COCCN(C(C)(C)C)S(=O)(=O)c1ccc(Nc2nccc(-c3cnc(C)n3CC3CC3)n2)cc1, O. Reaction SMILES: [CH2:36]([Li:37])[CH2:38][CH2:39][CH3:40].[CH2:46]1[O:47][CH2:48][CH2:49][CH2:50]1.[CH3:41][C:42]([CH3:43])=[O:44].[CH:1]1([CH2:4][n:5]2[c:6]([CH3:35])[n:7][cH:8][c:9]2-[c:10]2[n:11][c:12]([NH:16][c:17]3[cH:18][cH:19][c:20]([S:23]([N:24]([C:25]([CH3:26])([CH3:27])[CH3:28])[CH2:29][CH2:30][O:31][CH3:32])(=[O:33])=[O:34])[cH:21][cH:22]3)[n:13][cH:14][cH:15]2)[CH2:2][CH2:3]1.[OH2:45]>>[CH:1]1([CH2:4][n:5]2[c:6]([CH2:35][C:42]([CH3:41])([CH3:43])[OH:44])[n:7][cH:8][c:9]2-[c:10]2[n:11][c:12]([NH:16][c:17]3[cH:18][cH:19][c:20]([S:23]([N:24]([C:25]([CH3:26])([CH3:27])[CH3:28])[CH2:29][CH2:30][O:31][CH3:32])(=[O:33])=[O:34])[cH:21][cH:22]3)[n:13][cH:14][cH:15]2)[CH2:2][CH2:3]1. Reactants: CCCCCC, CCOC(C)=O, Cc1cccc(F)n1, CC(C)(C#N)N=NC(C)(C)C#N, O=C1CCC(=O)N1Br. Product: Fc1cccc(CBr)n1. Reaction SMILES: [CH3:29][CH2:30][CH2:31][CH2:32][CH2:33][CH3:34].[CH3:35][CH2:36][O:37][C:38]([CH3:39])=[O:40].[F:9][c:10]1[cH:11][cH:12][cH:13][c:14]([CH3:16])[n:15]1.[N:17]#[C:18][C:19]([N:20]=[N:21][C:22]([C:23]#[N:24])([CH3:25])[CH3:26])([CH3:27])[CH3:28].[O:1]=[C:2]1[N:3]([Br:8])[C:4](=[O:5])[CH2:6][CH2:7]1>>[Br:8][CH2:16][c:14]1[cH:13][cH:12][cH:11][c:10]([F:9])[n:15]1. Reactants: C(CCCCCCC)C1=CC=C(C=C1)N1CCN(CC1)C(=O)OC(C)(C)C (tert-Butyl 4-(4-octylphenyl)piperazine-1-carboxylate), C(=O)(C(F)(F)F)O (TFA). Solvent: C(Cl)Cl (CH2Cl2), CCO (EtOH). Run at time 1 hour. Product: C(=O)(C(F)(F)F)O (TFA), C(CCCCCCC)C1=CC=C(C=C1)N1CCNCC1 (1-(4-n-Octylphenyl)piperazine). Isolated yield 100.0%. RXN SMILES: [CH2:1]([C:9]1[CH:14]=[CH:13][C:12]([N:15]2[CH2:20][CH2:19][N:18](C(OC(C)(C)C)=O)[CH2:17][CH2:16]2)=[CH:11][CH:10]=1)[CH2:2][CH2:3][CH2:4][CH2:5][CH2:6][CH2:7][CH3:8].[C:28]([OH:34])([C:30]([F:33])([F:32])[F:31])=[O:29]>C(Cl)Cl.CCO>[C:28]([OH:34])([C:30]([F:33])([F:32])[F:31])=[O:29].[CH2:1]([C:9]1[CH:10]=[CH:11][C:12]([N:15]2[CH2:16][CH2:17][NH:18][CH2:19][CH2:20]2)=[CH:13][CH:14]=1)[CH2:2][CH2:3][CH2:4][CH2:5][CH2:6][CH2:7][CH3:8]. Procedure details: A solution of the product of Step C (0.06 g; 0.16 mmol) in 60% TFA in CH2Cl2 (2 ml) was stirred for 15 min at room temperature and the mixture was diluted to 5 ml with EtOH and evaporated to dryness under reduced pressure and kept in vacuo for 1 h, to give a TFA salt of the title compound (0.07 g; 100%). 1H-NMR (CDCl3) 9.5 (broad s, 2H); 7.29 (m, 4H); 3.8-3.16 (m, 8H); 2.6 (t, 2H, J=8 Hz); 1.58 (m, 2H); 1.26 (m, 10H); 0.86 (t, 3H, J=6.9 Hz).